From a dataset of the Open Reaction Database (ORD), a public repository of structured organic reaction records. describe an organic reaction: reactants, conditions, products, and yield Reactants: [Br-], C1CCOC1, CCOCC, CC(C)[Mg+], [Cl-], COc1ccc(COc2cc(C#N)cc(-c3ccc4c(c3)OCO4)c2)cc1, O=S(=O)(O)O. Product: COc1ccc(COc2cc(C(=O)C(C)C)cc(-c3ccc4c(c3)OCO4)c2)cc1. As a reaction SMILES: [Br-:33].[CH2:39]1[O:40][CH2:41][CH2:42][CH2:43]1.[CH3:44][CH2:45][O:46][CH2:47][CH3:48].[CH:29]([CH3:30])([CH3:31])[Mg+:32].[Cl-:28].[O:1]1[CH2:2][O:3][c:4]2[c:5]1[cH:6][cH:7][c:8](-[c:10]1[cH:11][c:12]([C:13]#[N:14])[cH:15][c:16]([O:18][CH2:19][c:20]3[cH:21][cH:22][c:23]([O:26][CH3:27])[cH:24][cH:25]3)[cH:17]1)[cH:9]2.[S:34]([OH:35])(=[O:36])(=[O:37])[OH:38]>>[O:1]1[CH2:2][O:3][c:4]2[c:5]1[cH:6][cH:7][c:8](-[c:10]1[cH:11][c:12]([C:13]([CH:29]([CH3:30])[CH3:31])=[O:35])[cH:15][c:16]([O:18][CH2:19][c:20]3[cH:21][cH:22][c:23]([O:26][CH3:27])[cH:24][cH:25]3)[cH:17]1)[cH:9]2. Reactants: ice, ClC(=O)N1CC(C1)OC1=CC(=CC=C1)C(F)(F)F (1-chlorocarbonyl-3-[3-(trifluoromethyl)phenoxy]azetidine), C([O-])([O-])=O.[K+].[K+] (potassium carbonate), N1CCC1 (azetidine). Run in O1CCCC1 (tetrahydrofuran). Reaction conditions: temperature -70 celsius, time 15 minute. Product: N1(CCC1)C(=O)N1CC(C1)OC1=CC(=CC=C1)C(F)(F)F (1-(1-Azetidinylcarbonyl)-3-[3-(trifluoromethyl)phenoxy]azetidine). Reaction SMILES: Cl[C:2]([N:4]1[CH2:7][CH:6]([O:8][C:9]2[CH:14]=[CH:13][CH:12]=[C:11]([C:15]([F:18])([F:17])[F:16])[CH:10]=2)[CH2:5]1)=[O:3].C(=O)([O-])[O-].[K+].[K+].[NH:25]1[CH2:28][CH2:27][CH2:26]1>O1CCCC1>[N:25]1([C:2]([N:4]2[CH2:7][CH:6]([O:8][C:9]3[CH:14]=[CH:13][CH:12]=[C:11]([C:15]([F:18])([F:17])[F:16])[CH:10]=3)[CH2:5]2)=[O:3])[CH2:28][CH2:27][CH2:26]1 |f:1.2.3|. Procedure details: A mixture of 5.6 g (0.02 mole) of 1-chlorocarbonyl-3-[3-(trifluoromethyl)phenoxy]azetidine and 3 g (0.027 mole) of potassium carbonate in 50 ml of tetrahydrofuran was treated with 1.26 g (0.022 mole) of azetidine added dropwise to the stirred mixture. After stirring for 15 min, the reaction was treated with 10 g of ice and stirred for an additional 72 hr. The tetrahydrofuran was decanted from the salt-paste and concentrated on a rotary evaporator to yield an oil, 6.3 g. This oil crystallized whe... Starting materials: N1=C2C(=NO1)C=C(C=C2)C(=O)O (benzofurazan-5-carboxylic acid), C(C(=O)Cl)(=O)Cl (oxalyl chloride). Reagents/catalysts: CN(C=O)C (dimethylformamide). Solvent: C(Cl)Cl (methylene chloride). Conditions: time 3 hour. Yields the product N1=C2C(=NO1)C=C(C=C2)C(=O)Cl (benzofurazan-5-carbonyl chloride). The yield is 98.0%. Reaction SMILES: [N:1]1[O:5][N:4]=[C:3]2[CH:6]=[C:7]([C:10]([OH:12])=O)[CH:8]=[CH:9][C:2]=12.C(Cl)(=O)C([Cl:16])=O>CN(C)C=O.C(Cl)Cl>[N:1]1[O:5][N:4]=[C:3]2[CH:6]=[C:7]([C:10]([Cl:16])=[O:12])[CH:8]=[CH:9][C:2]=12. Reported procedure: To a solution of 0.84 g (5.0 mmoles) benzofurazan-5-carboxylic acid and 1 drop dimethylformamide in 20 ml methylene chloride cooled in an ice-bath was added 0.70 g (5.5 mmoles) oxalyl chloride. The solution was warmed to room temperature, stirred for 3 hours, and the solvent was removed in vacuo. The residual oil was extracted with 3×15 ml warm hexane. The combined extract was evaporated to dryness, the resulting solid was stirred under 2 ml cold hexane, the hexane was decanted, and the solid wa... The reactants are NC1[C@@H]2N(C(=C(CS2)\C=C/C2=C(N=NS2)C)C(=O)OC(C2=CC=CC=C2)C2=CC=CC=C2)C1=O (benzhydryl 7-amino-3-[(Z)-2-(4-methyl-1,2,3-thiadiazol-5-yl)vinyl]-3-cephem-4-carboxylate), C(C1=CC=CC=C1)(C1=CC=CC=C1)(C1=CC=CC=C1)NC=1SC=C(N1)/C(/C(=O)O)=N/OC(C1=CC=CC=C1)(C1=CC=CC=C1)C1=CC=CC=C1 ((Z)-2-(2-tritylaminothiazol-4-yl)-2-trityloxyiminoacetic acid), C1CCC(CC1)N=C=NC2CCCCC2 (DCC), C=1C=CC2=C(C1)N=NN2O (HOBT). Run in C1CCOC1.C(Cl)Cl (THF methylene chloride). Run at temperature 5 celsius, time 2 hour. Yields the product C(C1=CC=CC=C1)(C1=CC=CC=C1)(C1=CC=CC=C1)NC=1SC=C(N1)/C(/C(=O)NC1[C@@H]2N(C(=C(CS2)\C=C/C2=C(N=NS2)C)C(=O)OC(C2=CC=CC=C2)C2=CC=CC=C2)C1=O)=N/OC(C1=CC=CC=C1)(C1=CC=CC=C1)C1=CC=CC=C1 (benzhydryl 7-[(Z)-2-(2-tritylaminothiazol-4-yl)-2-trityloxyiminoacetamido]-3-[(Z)-2-(4-methyl-1,2,3-thiadiazol-5-yl)vinyl]-3-cephem-4-carboxylate). Isolated yield 60.3%. RXN SMILES: [C:1]([NH:20][C:21]1[S:22][CH:23]=[C:24](/[C:26](=[N:30]/[O:31][C:32]([C:45]2[CH:50]=[CH:49][CH:48]=[CH:47][CH:46]=2)([C:39]2[CH:44]=[CH:43][CH:42]=[CH:41][CH:40]=2)[C:33]2[CH:38]=[CH:37][CH:36]=[CH:35][CH:34]=2)/[C:27](O)=[O:28])[N:25]=1)([C:14]1[CH:19]=[CH:18][CH:17]=[CH:16][CH:15]=1)([C:8]1[CH:13]=[CH:12][CH:11]=[CH:10][CH:9]=1)[C:2]1[CH:7]=[CH:6][CH:5]=[CH:4][CH:3]=1.C1C=CC2N(O)N=NC=2C=1.C1CCC(N=C=NC2CCCCC2)CC1.[NH2:76][CH:77]1[C:108](=[O:109])[N:79]2[C:80]([C:92]([O:94][CH:95]([C:102]3[CH:107]=[CH:106][CH:105]=[CH:104][CH:103]=3)[C:96]3[CH:101]=[CH:100][CH:99]=[CH:98][CH:97]=3)=[O:93])=[C:81](/[CH:84]=[CH:85]\[C:86]3[S:90][N:89]=[N:88][C:87]=3[CH3:91])[CH2:82][S:83][C@H:78]12>C1COCC1.C(Cl)Cl>[C:1]([NH:20][C:21]1[S:22][CH:23]=[C:24](/[C:26](=[N:30]/[O:31][C:32]([C:45]2[CH:50]=[CH:49][CH:48]=[CH:47][CH:46]=2)([C:39]2[CH:40]=[CH:41][CH:42]=[CH:43][CH:44]=2)[C:33]2[CH:34]=[CH:35][CH:36]=[CH:37][CH:38]=2)/[C:27]([NH:76][CH:77]2[C:108](=[O:109])[N:79]3[C:80]([C:92]([O:94][CH:95]([C:102]4[CH:107]=[CH:106][CH:105]=[CH:104][CH:103]=4)[C:96]4[CH:97]=[CH:98][CH:99]=[CH:100][CH:101]=4)=[O:93])=[C:81](/[CH:84]=[CH:85]\[C:86]4[S:90][N:89]=[N:88][C:87]=4[CH3:91])[CH2:82][S:83][C@H:78]23)=[O:28])[N:25]=1)([C:14]1[CH:15]=[CH:16][CH:17]=[CH:18][CH:19]=1)([C:2]1[CH:3]=[CH:4][CH:5]=[CH:6][CH:7]=1)[C:8]1[CH:13]=[CH:12][CH:11]=[CH:10][CH:9]=1 |f:4.5|. Procedure: (Z)-2-(2-tritylaminothiazol-4-yl)-2-trityloxyiminoacetic acid (1.58 g, 2.35 mmol) was dissolved in a mixed solvent of THF-methylene chloride (20 ml-10 ml) and cooled to 5° C. HOBT (0.32 g, 2.4 mmol) was added to this reaction solution, then DCC (0.50 g, 2.4 mmol) was added and the mixture was stirred at the same temperature for 2 hours. The reaction solution was filtered, then benzhydryl 7-amino-3-[(Z)-2-(4-methyl-1,2,3-thiadiazol-5-yl)vinyl]-3-cephem-4-carboxylate (0.98 g, 2.0 mmol) was added t... Product: CCc1cc(CC(=O)O)n(C)c1C(=O)c1ccc(Cl)cc1. The reactants are CCO, CCOC(=O)Cc1cc(CC)c(C(=O)c2ccc(Cl)cc2)n1C, Cl, [Na+], [OH-]. Reaction SMILES: [CH3:27][CH2:28][OH:29].[Cl:1][c:2]1[cH:3][cH:4][c:5]([C:6](=[O:7])[c:8]2[c:9]([CH2:20][CH3:21])[cH:10][c:11]([CH2:14][C:15](=[O:16])[O:17][CH2:18][CH3:19])[n:12]2[CH3:13])[cH:22][cH:23]1.[ClH:26].[Na+:25].[OH-:24]>>[Cl:1][c:2]1[cH:3][cH:4][c:5]([C:6](=[O:7])[c:8]2[c:9]([CH2:20][CH3:21])[cH:10][c:11]([CH2:14][C:15](=[O:16])[OH:17])[n:12]2[CH3:13])[cH:22][cH:23]1.